Dataset: the Open Reaction Database (ORD), a public repository of structured organic reaction records. Task: describe an organic reaction: reactants, conditions, products, and yield The reactants are C1CCOC1, COCc1nccc(Oc2ccc3c(C(=O)OC)cccc3c2)n1, Cc1ccccc1, CCOC(C)=O, Nc1cccc(C2CC2)c1, [Cl-], [NH4+], O. The product is COCc1nccc(Oc2ccc3c(C(=O)Nc4cccc(C5CC5)c4)cccc3c2)n1. Reaction SMILES: [CH2:44]1[O:45][CH2:46][CH2:47][CH2:48]1.[CH3:11][O:12][C:13](=[O:14])[c:15]1[cH:16][cH:17][cH:18][c:19]2[cH:20][c:21]([O:25][c:26]3[n:27][c:28]([CH2:32][O:33][CH3:34])[n:29][cH:30][cH:31]3)[cH:22][cH:23][c:24]12.[CH3:37][c:38]1[cH:39][cH:40][cH:41][cH:42][cH:43]1.[CH3:49][CH2:50][O:51][C:52]([CH3:53])=[O:54].[CH:1]1([c:4]2[cH:5][c:6]([NH2:7])[cH:8][cH:9][cH:10]2)[CH2:2][CH2:3]1.[Cl-:35].[NH4+:36].[OH2:55]>>[CH:1]1([c:4]2[cH:5][c:6]([NH:7][C:13](=[O:12])[c:15]3[cH:16][cH:17][cH:18][c:19]4[cH:20][c:21]([O:25][c:26]5[n:27][c:28]([CH2:32][O:33][CH3:34])[n:29][cH:30][cH:31]5)[cH:22][cH:23][c:24]34)[cH:8][cH:9][cH:10]2)[CH2:2][CH2:3]1. Reactants: ClC1=CC=C2C=C(C=NC2=C1)OC1=CC=C(OC(C(=O)OCC)C)C=C1 (Ethyl 2-{4-[(7-chloroquinolin-3-yl)oxy]phenoxy}propionate), CI (methyl iodide). The solvent is ClCCl (dichloromethane). Product: [I-].ClC1=CC=C2C=C(C=[N+](C2=C1)C)OC1=CC=C(OC(C(=O)OCC)C)C=C1 (Ethyl 2-{4-[(7-chloro-1-methylquinolinium-3-yl)oxy]phenoxy}propionate iodide salt). RXN SMILES: [Cl:1][C:2]1[CH:11]=[C:10]2[C:5]([CH:6]=[C:7]([O:12][C:13]3[CH:26]=[CH:25][C:16]([O:17][CH:18]([CH3:24])[C:19]([O:21][CH2:22][CH3:23])=[O:20])=[CH:15][CH:14]=3)[CH:8]=[N:9]2)=[CH:4][CH:3]=1.[CH3:27][I:28]>ClCCl>[I-:28].[Cl:1][C:2]1[CH:11]=[C:10]2[C:5]([CH:6]=[C:7]([O:12][C:13]3[CH:14]=[CH:15][C:16]([O:17][CH:18]([CH3:24])[C:19]([O:21][CH2:22][CH3:23])=[O:20])=[CH:25][CH:26]=3)[CH:8]=[N+:9]2[CH3:27])=[CH:4][CH:3]=1 |f:3.4|. Reported procedure: Ethyl 2-{4-[(7-chloro-1-methylquinolinium-3-yl)oxy]phenoxy}propionate iodide salt (6) was prepared by reacting a mixture of ethyl 2-{4-[(7-chloroquinolin-3-yl)oxy]phenoxy}propionate (see Example 5) and methyl iodide in dichloromethane at ambient temperature for a period of four days. The product, a viscous oil, was characterized by its proton magnetic resonance spectrum. Pmr spectrum (CDCl3 ; δ in ppm): 9.8 (1H, d); 8.6 (2H, m); 8.3 (1H, d); 7.75 (1H, d of d); 7.1 (4H, d of d); 4.8 (4H, m); 4.15...